Dataset: the Open Reaction Database (ORD), a public repository of structured organic reaction records. Task: describe an organic reaction: reactants, conditions, products, and yield Starting materials: O (water), BrC=1C=CC(=C(C=O)C1)O (5-bromo-2-hydroxybenzaldehyde), C(Br)C1CO1 (epibromohydrin), C(=O)([O-])[O-].[K+].[K+] (K2CO3). Run in CCOC(=O)C (EtOAc), CN(C)C=O (DMF). Conditions: temperature 60 celsius. Yields the product BrC=1C=CC(=C(C=O)C1)OCC1OC1 (5-BROMO-2-(OXIRAN-2-YLMETHOXY)BENZALDEHYDE). Yield: 95.7%. As a reaction SMILES: [Br:1][C:2]1[CH:3]=[CH:4][C:5]([OH:10])=[C:6]([CH:9]=1)[CH:7]=[O:8].[CH2:11]([CH:13]1[O:15][CH2:14]1)Br.C([O-])([O-])=O.[K+].[K+].O>CN(C=O)C.CCOC(C)=O>[Br:1][C:2]1[CH:3]=[CH:4][C:5]([O:10][CH2:11][CH:13]2[CH2:14][O:15]2)=[C:6]([CH:9]=1)[CH:7]=[O:8] |f:2.3.4|. Procedure: A mixture of 5-bromo-2-hydroxybenzaldehyde (10 g, 50 mmol), epibromohydrin (13.6 g, 100 mmol) and K2CO3 (10.3 g, 75 mmol) in DMF (50 ml) was heated at 60° C. for 2 h. The mixture was cooled to ambient temperature and water and EtOAc was added. The phases were separated and the combined organic phases were washed with brine, dried (Na2SO4), filtered and concentrated. The residue was purified by flash column chromatography (isooctane/EtOAc) to give the title compound (12.3 g). MS m/z (rel. intensi... RXN SMILES: [C:1]12(COC3C(Cl)=CC(C(OC(C)(C)C)=O)=C(F)C=3)[CH2:7][CH:6]1CCCC2.Cl[C:26]1[C:27]([O:40][CH2:41][C:42]23[C:48]([F:50])([F:49])[CH:47]2[CH2:46][CH2:45][CH2:44][CH2:43]3)=[CH:28][C:29]([F:39])=[C:30]([CH:38]=1)[C:31]([O:33][C:34]([CH3:37])([CH3:36])[CH3:35])=[O:32]>>[CH:1]1([C:26]2[C:27]([O:40][CH2:41][C:42]34[C:48]([F:50])([F:49])[CH:47]3[CH2:46][CH2:45][CH2:44][CH2:43]4)=[CH:28][C:29]([F:39])=[C:30]([CH:38]=2)[C:31]([O:33][C:34]([CH3:36])([CH3:37])[CH3:35])=[O:32])[CH2:7][CH2:6]1. The product is C1(CC1)C=1C(=CC(=C(C(=O)OC(C)(C)C)C1)F)OCC12CCCCC2C1(F)F (tert-butyl 5-cyclopropyl-4-(((1SR,6RS)-7,7-difluorobicyclo[4.1.0]-heptan-1-yl)methoxy)-2-fluorobenzoate). Procedure: Following the procedure as described in Example 342 Step 4 and making variations as required to replace tert-butyl 4-(bicyclo[4.1.0]heptan-1-ylmethoxy)-5-chloro-2-fluorobenzoate with tert-butyl 5-chloro-4-(((1SR,6RS)-7,7- difluorobicyclo[4.1.0]heptan-1-yl)methoxy)-2-fluorobenzoate (stereochemistry arbitrarily assigned), the title compound was obtained as a yellow oil (0.18 g, 58%): MS (ES+) m/z 341.0 (M−55). The reactants are C12(CCCCC2C1)COC1=CC(=C(C(=O)OC(C)(C)C)C=C1Cl)F (tert-butyl 4-(bicyclo[4.1.0]heptan-1-ylmethoxy)-5-chloro-2-fluorobenzoate), ClC=1C(=CC(=C(C(=O)OC(C)(C)C)C1)F)OCC12CCCCC2C1(F)F (tert-butyl 5-chloro-4-(((1SR,6RS)-7,7- difluorobicyclo[4.1.0]heptan-1-yl)methoxy)-2-fluorobenzoate). Starting materials: C1=CC=C(C=C1)P(C2=CC=CC=C2)C3=CC=CC=C3 (PPh3), C1(=CC=CC=C1)C1=CC(=CS1)CO ((5-phenylthiophene-3-yl)methanol), C(Br)(Br)(Br)Br (carbon tetrabromide). Isolated yield 98.3%. The product is BrCC=1C=C(SC1)C1=CC=CC=C1 (4-bromomethyl-2-phenylthiophene). Run in O1CCCC1 (tetrahydrofuran), CC#N (CH3CN). As a reaction SMILES: [C:1]1([C:7]2[S:11][CH:10]=[C:9]([CH2:12]O)[CH:8]=2)[CH:6]=[CH:5][CH:4]=[CH:3][CH:2]=1.C1C=CC(P(C2C=CC=CC=2)C2C=CC=CC=2)=CC=1.C(Br)(Br)(Br)[Br:34]>O1CCCC1.CC#N>[Br:34][CH2:12][C:9]1[CH:8]=[C:7]([C:1]2[CH:6]=[CH:5][CH:4]=[CH:3][CH:2]=2)[S:11][CH:10]=1. Reaction conditions: temperature 0 celsius. Procedure details: Prepare a solution of (5-phenylthiophene-3-yl)methanol (394 mg, 2.07 mmol) in tetrahydrofuran (30 mL). Cool to 0° C. under nitrogen. Add PPh3 (723 mg, 2.75 mmol). Add dropwise a solution of carbon tetrabromide (912 mg, 2.75 mmol) in CH3CN (15 mL). Stir the reaction at 0° C. for 2 hours, then warm to room temperature overnight. Concentrate the mixture and flash-chromatograph on silica gel eluting with 7:3 ethyl acetate/hexane to afford 515 mg of 4-bromomethyl-2-phenylthiophene as a white solid. M... The reactants are O=C(N=C=S)c1ccccc1, C1CCOC1, CCN(C(C)C)C(C)C, Cl, [K+], [K+], Nc1cccc(S(N)(=O)=O)c1, O=C([O-])[O-], O. Yields the product NC(=S)Nc1cccc(S(N)(=O)=O)c1. As a reaction SMILES: [C:22](=[O:23])([c:24]1[cH:25][cH:26][cH:27][cH:28][cH:29]1)[N:30]=[C:31]=[S:32].[CH2:39]1[O:40][CH2:41][CH2:42][CH2:43]1.[CH:13]([N:14]([CH2:15][CH3:16])[CH:17]([CH3:18])[CH3:19])([CH3:20])[CH3:21].[ClH:1].[K+:33].[K+:34].[NH2:2][c:3]1[cH:4][c:5]([S:9](=[O:10])(=[O:11])[NH2:12])[cH:6][cH:7][cH:8]1.[O-:35][C:36]([O-:37])=[O:38].[OH2:44]>>[NH:2]([c:3]1[cH:4][c:5]([S:9](=[O:10])(=[O:11])[NH2:12])[cH:6][cH:7][cH:8]1)[C:31]([NH2:30])=[S:32]. Starting materials: S(=O)(=O)(O)C1=CC=C(C)C=C1.S(=O)(=O)(O)C1=CC=C(C)C=C1.OC[C@@H]1O[C@@H](CC1)CO (cis-2,5-bis(hydroxymethyl)tetrahydrofuran ditosylate), [H-].[Na+] (Sodium hydride), C(CC(=O)OCC)(=O)OCC (diethyl malonate), [H][H] (hydrogen). Solvent: CN(C=O)C (N,N-dimethylformamide), CN(C=O)C (N,N-dimethylformamide). Conditions: temperature 140 celsius. The product is C(C)OC(=O)C1(CC2CCC(C1)O2)C(=O)OCC (8-Oxabicyclo[3.2.1]octane-3,3-dicarboxylic acid diethyl ester). RXN SMILES: [H-].[Na+].[C:3]([O:11][CH2:12][CH3:13])(=[O:10])[CH2:4][C:5]([O:7][CH2:8][CH3:9])=[O:6].[H][H].S(C1C=CC(C)=CC=1)(O)(=O)=O.S(C1C=CC(C)=CC=1)(O)(=O)=O.O[CH2:39][C@H:40]1[CH2:44][CH2:43][C@@H:42]([CH2:45]O)[O:41]1>CN(C)C=O>[CH2:12]([O:11][C:3]([C:4]1([C:5]([O:7][CH2:8][CH3:9])=[O:6])[CH2:45][CH:42]2[O:41][CH:40]([CH2:44][CH2:43]2)[CH2:39]1)=[O:10])[CH3:13] |f:0.1,4.5.6|. Procedure details: Sodium hydride (2.28 grams, 95 mmole) is added in portions to a stirred solution of diethyl malonate (15 mL, 99 mmole) in N,N-dimethylformamide (400 mL). The mixture is stirred for 45 minutes at which time evolution of hydrogen is complete. A solution of cis-2,5-bis(hydroxymethyl)tetrahydrofuran ditosylate (19.0 grams, 43 mmole) in N,N-dimethylformamide (400 mL) is then added dropwise. The mixture is heated in an oil bath at 140° C. overnight. After cooling to room temperature, the mixture was q... Reactants: Cl.NC1=C(C=C(O)C=C1)O (4-aminoresorcinol hydrochloride), N1=C(C=CC=C1)C=1OC2=C(N1)C=CC(=C2)O (2-pyridin-2-yl-benzoxazol-6-ol), Cl.C(C1=CN=CC=C1)Cl (nicotinyl chloride hydrochloride), C1(=CC=C(C=C1)S(=O)(=O)[O-])C.[NH+]1=CC=CC=C1 (pyridinium-p-toluenesulfonate). The solvent is xylenes, C(C)N(CC)CC (triethylamine). Product: N1=CC(=CC=C1)C=1OC2=C(N1)C=CC(=C2)O (2-Pyridin-3-yl-benzoxazol-6-ol). Reaction SMILES: Cl.[NH2:2][C:3]1[CH:9]=[CH:8][C:6]([OH:7])=[CH:5][C:4]=1[OH:10].Cl.[CH2:12](Cl)[C:13]1[CH:18]=[CH:17][CH:16]=[N:15][CH:14]=1.C1(C)C=CC(S([O-])(=O)=O)=CC=1.[NH+]1C=CC=CC=1.N1C=CC=CC=1C1OC2C=C(O)C=CC=2N=1>C(N(CC)CC)C>[N:15]1[CH:16]=[CH:17][CH:18]=[C:13]([C:12]2[O:10][C:4]3[CH:5]=[C:6]([OH:7])[CH:8]=[CH:9][C:3]=3[N:2]=2)[CH:14]=1 |f:0.1,2.3,4.5|. Procedure details: 2-Pyridin-3-yl-benzoxazol-6-ol was prepared using 4-aminoresorcinol hydrochloride (1.5 g, 9.3 mM), nicotinyl chloride hydrochloride (1.8 g, 10.2 mM), triethylamine (3.0 g, 30.0 mM) and pyridinium-p-toluenesulfonate (PPTS, 800 mg, 3.2 mM) were refluxed in xylenes (50 mL) for about 24 hours as described for 2-pyridin-2-yl-benzoxazol-6-ol; m.p., 176-178° C. Starting materials: C(#N)N=C(OC(C)C)C1=CC=NC=C1 (Isopropyl N-cyano-4-pyridinecarboximidate), C(C1=CC=CC=C1)OC=1C=C(CN)C=CC1 (3-benzyloxybenzylamine). Run in CO (methanol). Conditions: time 2 hour. The product is C(#N)NC(=NCC1=CC(=CC=C1)OCC1=CC=CC=C1)C1=CC=NC=C1 (N-cyano-N'-(3-benzyloxybenzyl)-4-pyridinecarboximidamide). Yield: 50.0%. RXN SMILES: [C:1]([N:3]=[C:4]([C:9]1[CH:14]=[CH:13][N:12]=[CH:11][CH:10]=1)OC(C)C)#[N:2].[CH2:15]([O:22][C:23]1[CH:24]=[C:25]([CH:28]=[CH:29][CH:30]=1)[CH2:26][NH2:27])[C:16]1[CH:21]=[CH:20][CH:19]=[CH:18][CH:17]=1>CO>[C:1]([NH:3][C:4]([C:9]1[CH:10]=[CH:11][N:12]=[CH:13][CH:14]=1)=[N:27][CH2:26][C:25]1[CH:28]=[CH:29][CH:30]=[C:23]([O:22][CH2:15][C:16]2[CH:21]=[CH:20][CH:19]=[CH:18][CH:17]=2)[CH:24]=1)#[N:2]. Procedure: Isopropyl N-cyano-4-pyridinecarboximidate (0.30 g, 1.6 mmol) was dissolved in methanol (10 ml), and 3-benzyloxybenzylamine (0.42 g, 2.0 mmol) was added. The mixture was stirred at room temperature for 2 hours. After the reaction was completed, the reaction solution was then concentrated under reduced pressure. The residual concentrate was crystallized from methanol-diethyl ether to give the title compound (0.26 g, 0.8 mmol, yield: 48%) as colorless crystals. Starting materials: CCOC(C)=O, NCc1cn(-c2ccc(I)cc2)cn1, CN(C)C=O, O, O=C(O)c1ccc2cc[nH]c2c1. Yields the product O=C(NCc1cn(-c2ccc(I)cc2)cn1)c1ccc2cc[nH]c2c1. Reaction SMILES: [CH3:28][CH2:29][O:30][C:31]([CH3:32])=[O:33].[NH2:13][CH2:14][c:15]1[n:16][cH:17][n:18](-[c:20]2[cH:21][cH:22][c:23]([I:26])[cH:24][cH:25]2)[cH:19]1.[O:34]=[CH:35][N:36]([CH3:37])[CH3:38].[OH2:27].[nH:1]1[cH:2][cH:3][c:4]2[cH:5][cH:6][c:7]([C:10](=[O:11])[OH:12])[cH:8][c:9]12>>[nH:1]1[cH:2][cH:3][c:4]2[cH:5][cH:6][c:7]([C:10](=[O:12])[NH:13][CH2:14][c:15]3[n:16][cH:17][n:18](-[c:20]4[cH:21][cH:22][c:23]([I:26])[cH:24][cH:25]4)[cH:19]3)[cH:8][c:9]12. Starting materials: C1(CC1)C=1C(=CC(=C(C(=O)O)C1)F)OCC1(CCCCC1)C(F)(F)F (5-cyclopropyl-2-fluoro-4-((1-(trifluoromethyl)-cyclohexyl)methoxy)-benzoic acid), CNS(=O)(=O)N ((methylsulfamoyl)amine), C1(CC1)C=1C(=CC(=C(C(=O)O)C1)F)OCC1CCC(CC1)(F)F (5-cyclopropyl-4-((4,4-difluorocyclohexyl)-methoxy)-2-fluorobenzoic acid), CS(=O)(=O)N (methanesulfonamide). The product is C1(CC1)C=1C(=CC(=C(C(=O)NS(NC)(=O)=O)C1)F)OCC1CCC(CC1)(F)F (5-cyclopropyl-4-((4,4-difluorocyclohexyl)methoxy)-2-fluoro-N-(N-methylsulfamoyl)benzamide). As a reaction SMILES: C1(C2C(OCC3(C(F)(F)F)CCCCC3)=CC(F)=C(C=2)C(O)=O)CC1.[CH:26]1([C:29]2[C:30]([O:39][CH2:40][CH:41]3[CH2:46][CH2:45][C:44]([F:48])([F:47])[CH2:43][CH2:42]3)=[CH:31][C:32]([F:38])=[C:33]([CH:37]=2)[C:34](O)=[O:35])[CH2:28][CH2:27]1.CS(N)(=O)=O.[CH3:54][NH:55][S:56]([NH2:59])(=[O:58])=[O:57]>>[CH:26]1([C:29]2[C:30]([O:39][CH2:40][CH:41]3[CH2:46][CH2:45][C:44]([F:48])([F:47])[CH2:43][CH2:42]3)=[CH:31][C:32]([F:38])=[C:33]([CH:37]=2)[C:34]([NH:59][S:56](=[O:58])(=[O:57])[NH:55][CH3:54])=[O:35])[CH2:28][CH2:27]1. Procedure details: Following the procedure as described in Example 158 step 5 and making variations as required to replace 5-cyclopropyl-2-fluoro-4-((1-(trifluoromethyl)-cyclohexyl)methoxy)-benzoic acid with 5-cyclopropyl-4-((4,4-difluorocyclohexyl)-methoxy)-2-fluorobenzoic acid and to replace methanesulfonamide with (methylsulfamoyl)amine, the title compound was obtained (0.08 g, 29%) as a colorless solid: 1H NMR (300 MHz, CDCl3) δ8.77-8.64 (m, 1H), 7.62-7.51 (m, 1H), 6.65-6.52 (m, 1H), 5.30-5.18 (m, 1H), 3.95-3.... Reactants: CCO, O=[N+]([O-])c1cccc(NCCN2CCOCC2)c1, O. Product: Nc1cccc(NCCN2CCOCC2)c1. RXN SMILES: [CH3:19][CH2:20][OH:21].[O:1]1[CH2:2][CH2:3][N:4]([CH2:7][CH2:8][NH:9][c:10]2[cH:11][c:12]([N+:16]([O-:17])=[O:18])[cH:13][cH:14][cH:15]2)[CH2:5][CH2:6]1.[OH2:22]>>[O:1]1[CH2:2][CH2:3][N:4]([CH2:7][CH2:8][NH:9][c:10]2[cH:11][c:12]([NH2:16])[cH:13][cH:14][cH:15]2)[CH2:5][CH2:6]1.